This data is from the Open Reaction Database (ORD), a public repository of structured organic reaction records. The task is: describe an organic reaction: reactants, conditions, products, and yield Run in C(C)(=O)OCC (ethyl acetate). Yields the product O=C1N(C(C=2NC(=NC2N1CCC)C1CC2CCC(C1)C2C(=O)O)=O)CCC (3-(2,6-Dioxo-1,3-dipropyl-2,3,6,7-tetrahydro-1H-purin-8-yl)-bicyclo[3.2.1]octane-8-carboxylic acid). Starting materials: O=C1N(C(C=2NC(=NC2N1CCC)C1=CC2CCC(C1)C2C(=O)O)=O)CCC (3-(2,6-Dioxo-1,3-dipropyl-2,3,6,7-tetrahydro-1H-purin-8-yl)-bicyclo[3.2.1]oct-2-ene-8-carboxylic acid). Reaction SMILES: [O:1]=[C:2]1[N:10]([CH2:11][CH2:12][CH3:13])[C:9]2[N:8]=[C:7]([C:14]3[CH2:20][CH:19]4[CH:21]([C:22]([OH:24])=[O:23])[CH:16]([CH2:17][CH2:18]4)[CH:15]=3)[NH:6][C:5]=2[C:4](=[O:25])[N:3]1[CH2:26][CH2:27][CH3:28]>C(OCC)(=O)C.[Pd]>[O:1]=[C:2]1[N:10]([CH2:11][CH2:12][CH3:13])[C:9]2[N:8]=[C:7]([CH:14]3[CH2:20][CH:19]4[CH:21]([C:22]([OH:24])=[O:23])[CH:16]([CH2:17][CH2:18]4)[CH2:15]3)[NH:6][C:5]=2[C:4](=[O:25])[N:3]1[CH2:26][CH2:27][CH3:28]. Reagents/catalysts: [Pd] (Pd/C). Procedure: 3-(2,6-Dioxo-1,3-dipropyl-2,3,6,7-tetrahydro-1H-purin-8-yl)-bicyclo[3.2.1]oct-2-ene-8-carboxylic acid (Example 29) was hydrogenated using Pd/C in ethyl acetate. Mass (ES+ 389).